describe an organic reaction: reactants, conditions, products, and yield From a dataset of the Open Reaction Database (ORD), a public repository of structured organic reaction records. Reactants: N1=CC=CC=C1 (pyridine), COCOC1CCC(CC1)(CO)CO (4-(methoxymethoxy)cyclohexane-1,1-dimethanol), CS(=O)(=O)Cl (methanesulfonyl chloride). The solvent is ClCCl (dichloromethane). Run at time 17 hour. Yields the product COCOC1CCCCC1.CS(=O)(=O)OC.CS(=O)(=O)OC (4-(Methoxymethoxy)cyclohexane 1,1-dimethyl dimethanesulfonate). Reaction SMILES: [CH3:1][O:2][CH2:3][O:4][CH:5]1[CH2:10][CH2:9][C:8]([CH2:13][OH:14])(CO)[CH2:7][CH2:6]1.N1C=CC=CC=1.[CH3:21][S:22](Cl)(=[O:24])=[O:23]>ClCCl>[CH3:1][O:2][CH2:3][O:4][CH:5]1[CH2:10][CH2:9][CH2:8][CH2:7][CH2:6]1.[CH3:21][S:22]([O:14][CH3:13])(=[O:24])=[O:23].[CH3:21][S:22]([O:14][CH3:13])(=[O:24])=[O:23] |f:4.5.6|. Procedure: 6.84 g of 4-(methoxymethoxy)cyclohexane-1,1-dimethanol was dissolved in 110 ml of dichloromethane and 13.56 g of pyridine was added thereto and ice-cooled. 7.79 ml of methanesulfonyl chloride was added thereto and the resulting mixture was stirred at room temperature for 17 hours. Then the reaction mixture was concentrated and the residue was purified by silica gel column chromatography (eluted with n-hexane/ethyl acetate) to thereby give 11.91 g of the title compound as a colorless oily substan...